This data is from the Open Reaction Database (ORD), a public repository of structured organic reaction records. The task is: describe an organic reaction: reactants, conditions, products, and yield Reactants: C(CC)=O (propionaldehyde), C(CC)(=O)O (Propionic acid), CNC (dimethylamine), COC(C=O)OC (dimethoxyacetaldehyde), ice water. Reaction conditions: temperature 40 celsius. Product: COC(C=C(C=O)C)OC (4,4-Dimethoxy-2-methyl-but-2-enal). Reaction SMILES: [C:1](O)(=[O:4])[CH2:2][CH3:3].CNC.C(=O)CC.[CH3:13][O:14][CH:15]([O:18][CH3:19])[CH:16]=O>>[CH3:19][O:18][CH:15]([O:14][CH3:13])[CH:16]=[C:2]([CH3:3])[CH:1]=[O:4]. Reported procedure: Propionic acid (24.7 mL) was added carefully to an aqueous solution of dimethylamine (40%, 41.6 mL), stirring and cooling (ice-water bath) to ensure the temperature of the mixture did not exceed 10° C. A pale yellow solution formed and the cooling bath was replaced with a heating mantle. From this point on, the temperature was controlled by a digital controller; a temperature probe was placed in the flask and the mantle was connected to the controller. The mixture was warmed to 40° C., the solut... Reactants: CC=1SC(=C(N1)C)C=O (2,4-dimethylthiazole-5-carbaldehyde), aldehyde, CN1N=NC=C1 (1-methyl-1H-1,2,3-triazole), ClC1=CC=C(C=C1)C(O)C1=CN=NN1C ((4-chlorophenyl)(1-methyl-1H-1,2,3-triazol-5-yl)methanol), [Li]CCCC (n-BuLi). The solvent is C1CCOC1 (THF), C1CCOC1 (THF). Conditions: temperature -40 celsius, time 60 minute. The product is CC=1SC(=C(N1)C)C(O)C1=CN=NN1C ((2,4-Dimethylthiazol-5-yl)(1-methyl-1H-1,2,3-triazol-5-yl)methanol). RXN SMILES: [CH3:1][N:2]1[CH:6]=[CH:5][N:4]=[N:3]1.ClC1C=CC(C(C2N(C)N=NC=2)O)=CC=1.[Li]CCCC.[CH3:27][C:28]1[S:29][C:30]([CH:34]=[O:35])=[C:31]([CH3:33])[N:32]=1>C1COCC1>[CH3:27][C:28]1[S:29][C:30]([CH:34]([C:6]2[N:2]([CH3:1])[N:3]=[N:4][CH:5]=2)[OH:35])=[C:31]([CH3:33])[N:32]=1. Procedure details: To a flask containing 1-methyl-1H-1,2,3-triazole (1.60 g, 19.3 mmol, Intermediate 42, step a) was added THF (200 mL) and the solution was cooled to −40° C. To this colorless homogeneous solution was added n-BuLi (2.5 M in hexanes, 7.7 mL, 19.2 mmol) dropwise which immediately afforded a dark brown viscous mixture. The mixture was kept between −10 to −20° C. for 60 min, then 2,4-dimethylthiazole-5-carbaldehyde (3.03 g, 21.5 mmol) in THF (5 mL) was introduced and the reaction mixture began to stir... Reactants: C(C1=CC=CC=C1)N1C(CCC1)CN1C=CC=2C1=NC=CC2 (1-[(1-benzylpyrrolidin-2-yl)methyl]-1H-pyrrolo[2,3-b]pyridine), ClC=1C=C(C=CC1)S(=O)(=O)Cl (3-chlorophenylsulfonyl chloride). The reagents and catalysts are FC(S(=O)(=O)[O-])(F)F.[Ag+] (silver trifluoromethanesulfonate). Run in [N+](=O)([O-])C1=CC=CC=C1 (nitrobenzene). Run at temperature 100 celsius. The product is C(C1=CC=CC=C1)N1C(CCC1)CN1C=C(C=2C1=NC=CC2)S(=O)(=O)C2=CC(=CC=C2)Cl (1-[(1-Benzylpyrrolidin-2-yl)methyl]-3-(3-chlorophenylsulfonyl)-1H-pyrrolo[2,3-b]pyridine). Isolated yield 27.0%. As a reaction SMILES: [CH2:1]([N:8]1[CH2:12][CH2:11][CH2:10][CH:9]1[CH2:13][N:14]1[C:18]2=[N:19][CH:20]=[CH:21][CH:22]=[C:17]2[CH:16]=[CH:15]1)[C:2]1[CH:7]=[CH:6][CH:5]=[CH:4][CH:3]=1.[Cl:23][C:24]1[CH:25]=[C:26]([S:30](Cl)(=[O:32])=[O:31])[CH:27]=[CH:28][CH:29]=1>[N+](C1C=CC=CC=1)([O-])=O.FC(F)(F)S([O-])(=O)=O.[Ag+]>[CH2:1]([N:8]1[CH2:12][CH2:11][CH2:10][CH:9]1[CH2:13][N:14]1[C:18]2=[N:19][CH:20]=[CH:21][CH:22]=[C:17]2[C:16]([S:30]([C:26]2[CH:27]=[CH:28][CH:29]=[C:24]([Cl:23])[CH:25]=2)(=[O:32])=[O:31])=[CH:15]1)[C:2]1[CH:7]=[CH:6][CH:5]=[CH:4][CH:3]=1 |f:3.4|. Procedure: A mixture of 1-[(1-benzylpyrrolidin-2-yl)methyl]-1H-pyrrolo[2,3-b]pyridine (2.0 g, 6.86 mmol), 3-chlorophenylsulfonyl chloride (1.63 g, 7.55 mmol) and silver trifluoromethanesulfonate (AgOTf) (2.32 g, 8.92 mmol) in nitrobenzene is heated at 100° C. under a nitrogen atmosphere for 36 h, cooled to room temperature, quenched with 10% aqueous sodium carbonate, and extracted with CH2Cl2. The extracts are combined, washed sequentially with water and brine and concentrated in vacuo. The resultant resid... The reactants are C1(=CC=CC=C1)C(C1=CC=CC=C1)OC(\C(=C(\C)/O)\N1C(C(C1SS(=O)(=O)C1=CC=C(C=C1)C)NC(C(C1=CC=CC=C1)NC(=O)OC(C)(C)C)=O)=O)=O (2-[4-(p-toluenesulphonylthio)-3-(α-tert.butoxycarbonylamino-α-phenylacetylamino)-2-oxoazetidin-1-yl]-3-hydroxy-crotonic acid diphenylmethyl ester), [N+](=[N-])=C (diazomethane). Solvent: C(Cl)Cl.CO (methylene chloride methanol), CCOCC (ether). Yields the product C1(=CC=CC=C1)C(C1=CC=CC=C1)OC(\C(=C(\C)/OC)\N1C(C(C1SS(=O)(=O)C1=CC=C(C=C1)C)NC(C(C1=CC=CC=C1)NC(=O)OC(C)(C)C)=O)=O)=O (2-[4-(p-toluenesulphonylthio)-3-(α-tert.butoxycarbonylamino-α-phenylacetylamino)-2-oxoazetidin-1-yl]-3-methoxy-crotonic acid diphenylmethyl ester). As a reaction SMILES: [C:1]1([CH:7]([O:14][C:15](=[O:54])/[C:16](/[N:20]2[CH:23]([S:24][S:25]([C:28]3[CH:33]=[CH:32][C:31]([CH3:34])=[CH:30][CH:29]=3)(=[O:27])=[O:26])[CH:22]([NH:35][C:36](=[O:52])[CH:37]([NH:44][C:45]([O:47][C:48]([CH3:51])([CH3:50])[CH3:49])=[O:46])[C:38]3[CH:43]=[CH:42][CH:41]=[CH:40][CH:39]=3)[C:21]2=[O:53])=[C:17](\[OH:19])/[CH3:18])[C:8]2[CH:13]=[CH:12][CH:11]=[CH:10][CH:9]=2)[CH:6]=[CH:5][CH:4]=[CH:3][CH:2]=1.[N+](=[CH2:57])=[N-]>C(Cl)Cl.CO.CCOCC>[C:1]1([CH:7]([O:14][C:15](=[O:54])/[C:16](/[N:20]2[CH:23]([S:24][S:25]([C:28]3[CH:29]=[CH:30][C:31]([CH3:34])=[CH:32][CH:33]=3)(=[O:27])=[O:26])[CH:22]([NH:35][C:36](=[O:52])[CH:37]([NH:44][C:45]([O:47][C:48]([CH3:49])([CH3:50])[CH3:51])=[O:46])[C:38]3[CH:43]=[CH:42][CH:41]=[CH:40][CH:39]=3)[C:21]2=[O:53])=[C:17](\[O:19][CH3:57])/[CH3:18])[C:8]2[CH:9]=[CH:10][CH:11]=[CH:12][CH:13]=2)[CH:6]=[CH:5][CH:4]=[CH:3][CH:2]=1 |f:2.3|. Procedure: A solution of 0.54 g (0.7 mmol) of 2-[4-(p-toluenesulphonylthio)-3-(α-tert.butoxycarbonylamino-α-phenylacetylamino)-2-oxoazetidin-1-yl]-3-hydroxy-crotonic acid diphenylmethyl ester in 20 ml of methylene chloride/methanol, 1:1, is stirred for 15 minutes with an excess of a solution of diazomethane in ether at 0° C. and is then concentrated by evaporation in vacuo. Preparative layer chromatography of the residue on silica gel, using toluene/ethyl acetate, 1:1, as the running agent, and elution of ... The reactants are COC=1C=C(CCl)C=C(C1OC)OC (3,4,5-trimethoxybenzyl chloride), C(=O)N1CCNCCC1 (N-formyl homopiperazine), C([O-])([O-])=O.[K+].[K+] (potassium carbonate), C(C)(=O)OCC (ethyl acetate). Run in O (water). Reaction conditions: temperature 55 celsius. Product: Cl.Cl.COC=1C=C(CN2CCNCCC2)C=C(C1OC)OC (1-(3,4,5-trimethoxybenzyl) homopiperazine dihydrochloride). Yield: 31.5%. As a reaction SMILES: [CH3:1][O:2][C:3]1[CH:4]=[C:5]([CH:8]=[C:9]([O:13][CH3:14])[C:10]=1[O:11][CH3:12])[CH2:6][Cl:7].C([N:17]1[CH2:23][CH2:22][CH2:21][NH:20][CH2:19][CH2:18]1)=O.C(=O)([O-])[O-].[K+].[K+].C(OCC)(=O)C>O>[ClH:7].[ClH:7].[CH3:1][O:2][C:3]1[CH:4]=[C:5]([CH:8]=[C:9]([O:13][CH3:14])[C:10]=1[O:11][CH3:12])[CH2:6][N:17]1[CH2:23][CH2:22][CH2:21][NH:20][CH2:19][CH2:18]1 |f:2.3.4,7.8.9|. Reported procedure: A mixture of 3,4,5-trimethoxybenzyl chloride (10.5 g), N-formyl homopiperazine (6.82 g), potassium carbonate (8 g) and ethyl acetate (40 ml) is heated at 50-60° C. for 4 hours. After addition of water the reaction mixture is shaken thoroughly. The organic layer is separated, washed with water, dried and evaporated under reduced pressure. To the residue is added 10% hydrochloric acid (20 ml), and the mixture is extracted with ethyl acetate. The aqueous layer is made alkaline (>pH 9) with a 20% aq... The reactants are [I-].[K+] (potassium iodide), Cl[Si](C)(C)C (chlorotrimethylsilane), C(C)(C)(C)OC(=O)N1C(=CC2=CC=C(C=C12)C=COC)C1=C(N=NC(=C1)C1=CC=NC=C1)OC (6-(2-methoxyvinyl)-2-(3-methoxy-6-pyridin-4-yl-pyridazin-4-yl)-indole-1-carboxylic acid tert-butyl ester). Solvent: C(C)#N (acetonitrile). Run at time 2 hour. Yields the product C(C)(C)(C)OC(=O)N1C(=CC2=CC=C(C=C12)CC=O)C1=C(N=NC(=C1)C1=CC=NC=C1)OC (6-(2-Oxoethyl)-2-(3-methoxy-6-pyridin-4-yl-pyridazin-4-yl)-indole-1-carboxylic acid tert-butyl ester). The yield is 114.6%. As a reaction SMILES: [C:1]([O:5][C:6]([N:8]1[C:16]2[C:11](=[CH:12][CH:13]=[C:14]([CH:17]=[CH:18][O:19]C)[CH:15]=2)[CH:10]=[C:9]1[C:21]1[CH:26]=[C:25]([C:27]2[CH:32]=[CH:31][N:30]=[CH:29][CH:28]=2)[N:24]=[N:23][C:22]=1[O:33][CH3:34])=[O:7])([CH3:4])([CH3:3])[CH3:2].[I-].[K+].Cl[Si](C)(C)C>C(#N)C>[C:1]([O:5][C:6]([N:8]1[C:16]2[C:11](=[CH:12][CH:13]=[C:14]([CH2:17][CH:18]=[O:19])[CH:15]=2)[CH:10]=[C:9]1[C:21]1[CH:26]=[C:25]([C:27]2[CH:28]=[CH:29][N:30]=[CH:31][CH:32]=2)[N:24]=[N:23][C:22]=1[O:33][CH3:34])=[O:7])([CH3:3])([CH3:4])[CH3:2] |f:1.2|. Reported procedure: 180 mg 6-(2-methoxyvinyl)-2-(3-methoxy-6-pyridin-4-yl-pyridazin-4-yl)-indole-1-carboxylic acid tert-butyl ester are dissolved in 10 mL acetonitrile. Then 196 mg potassium iodide and 125 μL chlorotrimethylsilane are added. The reaction mixture is stirred for 2 hours at rt. The solvent is removed in vacuo and the obtained solid is dissolved in dichloromethane/water. The aqueous phase is extracted five times with dichloromethane, the combined org. phases are dried (MgSO4) and the solvent removed in... Starting materials: COC1=CC=C(CN2N=C(C3=C2N=CC=C3O)C)C=C1 (1-(4-methoxybenzyl)-3-methyl-1H-pyrazolo[3,4-b]pyridin-4-ol), FC1=C(C=C(C(=C1)[N+](=O)[O-])F)F (1,2,4-trifluoro-5-nitrobenzene), C([O-])([O-])=O.[K+].[K+] (potassium carbonate), CN(C)C=O (DMF). The solvent is CCOC(=O)C.CCCCCC (EtOAc Hexane). Conditions: time 3 day. Product: FC1=C(OC2=C3C(=NC=C2)N(N=C3C)CC3=CC=C(C=C3)OC)C=C(C(=C1)[N+](=O)[O-])F (4-(2,5-difluoro-4-nitrophenoxy)-1-(4-methoxybenzyl)-3-methyl-1H-pyrazolo[3,4-b]pyridine). Yield: 158.0%. As a reaction SMILES: [CH3:1][O:2][C:3]1[CH:20]=[CH:19][C:6]([CH2:7][N:8]2[C:12]3[N:13]=[CH:14][CH:15]=[C:16]([OH:17])[C:11]=3[C:10]([CH3:18])=[N:9]2)=[CH:5][CH:4]=1.[F:21][C:22]1[CH:27]=[C:26]([N+:28]([O-:30])=[O:29])[C:25]([F:31])=[CH:24][C:23]=1F.C(=O)([O-])[O-].[K+].[K+].CN(C=O)C>CCOC(C)=O.CCCCCC>[F:21][C:22]1[CH:27]=[C:26]([N+:28]([O-:30])=[O:29])[C:25]([F:31])=[CH:24][C:23]=1[O:17][C:16]1[CH:15]=[CH:14][N:13]=[C:12]2[N:8]([CH2:7][C:6]3[CH:5]=[CH:4][C:3]([O:2][CH3:1])=[CH:20][CH:19]=3)[N:9]=[C:10]([CH3:18])[C:11]=12 |f:2.3.4,6.7|. Reported procedure: A 100 mL flask was charged with 1-(4-methoxybenzyl)-3-methyl-1H-pyrazolo[3,4-b]pyridin-4-ol (1.00 g, 3.71 mmol obtained from Example 5, step B), 1,2,4-trifluoro-5-nitrobenzene (1.32 g, 7.43 mmol), potassium carbonate (1.03 g, 7.43 mmol), and DMF (25 mL). The solution was allowed to stir overnight at room temperature for 3 days. The crude material was isolated by filtration and flash chromatography (EtOAc/Hexane 1:3) to afford 2.50 g (55%) of the desired product. LRMS M+1 (426.9) observed. Starting materials: FC(C(=O)O)(F)F (Trifluoroacetic acid), C(C)(C)(C)OC(=O)C1N(C(CC1)=O)C(C(C1=CC=CC=C1)=O)=O (5-oxo-1-(2-oxo-2-phenylacetyl)pyrrolidine-2-carboxylic acid tert-butyl ester). The solvent is ClCCl (dichloromethane). Conditions: time 2 hour. Yields the product O=C1CC[C@H](N1C(C(C1=CC=CC=C1)=O)=O)C(=O)O ((2S)-5-Oxo-1-(2-oxo-2-phenylacetyl)pyrrolidine-2-carboxylic acid). The yield is 99.4%. RXN SMILES: FC(F)(F)C(O)=O.C([O:12][C:13]([CH:15]1[CH2:19][CH2:18][C:17](=[O:20])[N:16]1[C:21](=[O:30])[C:22](=[O:29])[C:23]1[CH:28]=[CH:27][CH:26]=[CH:25][CH:24]=1)=[O:14])(C)(C)C>ClCCl>[O:20]=[C:17]1[N:16]([C:21](=[O:30])[C:22](=[O:29])[C:23]2[CH:28]=[CH:27][CH:26]=[CH:25][CH:24]=2)[C@H:15]([C:13]([OH:14])=[O:12])[CH2:19][CH2:18]1. Reported procedure: Trifluoroacetic acid (40 ml) was added to a solution of 5-oxo-1-(2-oxo-2-phenylacetyl)pyrrolidine-2-carboxylic acid tert-butyl ester (5.00 g) in dichloromethane (40 ml) and the solution was stirred for 2 hours. All volatiles were removed under reduced pressure and the residue triturated with ether:hexane (1:1). The white solid was collected by filtration and washed with hexane to give the sub-title compound (4.09 g). Starting materials: C(C1=CC=CC=C1)OC(=O)Cl (Benzyloxycarbonyl chloride), NC[C@H](O)[C@@H](O)[C@H](O)[C@H](O)CO (1-amino-1-desoxy-D-glucitol), [OH-].[Na+] (sodium hydroxide). The solvent is O (H2O). Product: C(C1=CC=CC=C1)OC(=O)NC[C@H](O)[C@@H](O)[C@H](O)[C@H](O)CO (1-benzyloxycarbonylamino-1-desoxy-D-glucitol). As a reaction SMILES: [CH2:1]([O:8][C:9](Cl)=[O:10])[C:2]1[CH:7]=[CH:6][CH:5]=[CH:4][CH:3]=1.[NH2:12][CH2:13][C@@H:14]([C@H:16]([C@@H:18]([C@@H:20]([CH2:22][OH:23])[OH:21])[OH:19])[OH:17])[OH:15].[OH-].[Na+]>O>[CH2:1]([O:8][C:9]([NH:12][CH2:13][C@@H:14]([C@H:16]([C@@H:18]([C@@H:20]([CH2:22][OH:23])[OH:21])[OH:19])[OH:17])[OH:15])=[O:10])[C:2]1[CH:7]=[CH:6][CH:5]=[CH:4][CH:3]=1 |f:2.3|. Reported procedure: Benzyloxycarbonyl chloride was added dropwise to 3.7 kg of 1-amino-1-desoxy-D-glucitol (about 70% pure) in 7 liters of H2O, whilst stirring vigorously, and the pH was kept at 8-9 with 2 N sodium hydroxide solution. The batch was allowed to warm to 40°-50° C. during this operation. The batch was then further stirred overnight at room temperature and the precipitate was filtered off, washed with acetone and recrystallised from water. Reactants: C1CCOC1, Cc1cc(-c2ccc(C(F)(F)F)cc2)cc(-c2cccc(-c3cccc(S(=O)(=O)Cl)c3)n2)n1, CCOC(C)=O, CNC1CC1. The product is Cc1cc(-c2ccc(C(F)(F)F)cc2)cc(-c2cccc(-c3cccc(S(=O)(=O)N(C)C4CC4)c3)n2)n1. As a reaction SMILES: [CH2:39]1[O:40][CH2:41][CH2:42][CH2:43]1.[CH3:1][c:2]1[cH:3][c:4](-[c:24]2[cH:25][cH:26][c:27]([C:30]([F:31])([F:32])[F:33])[cH:28][cH:29]2)[cH:5][c:6](-[c:8]2[n:9][c:10](-[c:14]3[cH:15][c:16]([S:20](=[O:21])(=[O:22])[Cl:23])[cH:17][cH:18][cH:19]3)[cH:11][cH:12][cH:13]2)[n:7]1.[CH3:44][CH2:45][O:46][C:47]([CH3:48])=[O:49].[CH:34]1([NH:37][CH3:38])[CH2:35][CH2:36]1>>[CH3:1][c:2]1[cH:3][c:4](-[c:24]2[cH:25][cH:26][c:27]([C:30]([F:31])([F:32])[F:33])[cH:28][cH:29]2)[cH:5][c:6](-[c:8]2[n:9][c:10](-[c:14]3[cH:15][c:16]([S:20](=[O:21])(=[O:22])[N:37]([CH:34]4[CH2:35][CH2:36]4)[CH3:38])[cH:17][cH:18][cH:19]3)[cH:11][cH:12][cH:13]2)[n:7]1.